Dataset: the Open Reaction Database (ORD), a public repository of structured organic reaction records. Task: describe an organic reaction: reactants, conditions, products, and yield Starting materials: C(C)(C)(C)C1=CC(=C(C=N1)C=1N([C@]([C@](N1)(C)C1=CC=C(C=C1)Cl)(C)C1=CC=C(C=C1)Cl)C(=O)N1CCC(CC1)C(=O)O)OCC (1-[(4S,5R)-2-(6-tert-Butyl-4-ethoxy-pyridin-3-yl)-4,5-bis-(4-chloro-phenyl)-4,5-dimethyl-4,5-dihydro-imidazole-1-carbonyl]-piperidine-4-carboxylic acid), N1CCNCC1 (piperazine). Yields the product C(C)(C)(C)C1=CC(=C(C=N1)C=1N([C@]([C@](N1)(C)C1=CC=C(C=C1)Cl)(C)C1=CC=C(C=C1)Cl)C(=O)N1CCC(CC1)C(=O)N1CCNCC1)OCC ([(4S,5R)-2-(6-tert-Butyl-4-ethoxy-pyridin-3-yl)-4,5-bis-(4-chloro-phenyl)-4,5-dimethyl-4,5-dihydro-imidazol-1-yl]-[4-(piperazine-1-carbonyl)-piperidin-1-yl]-methanone). Procedure details: In a manner analogous to the method described in example 163, 1-[(4S,5R)-2-(6-tert-Butyl-4-ethoxy-pyridin-3-yl)-4,5-bis-(4-chloro-phenyl)-4,5-dimethyl-4,5-dihydro-imidazole-1-carbonyl]-piperidine-4-carboxylic acid was reacted with piperazine (Aldrich) to give the title compound. HR-MS (ES, m/z) calculated for C39H49Cl2N6O3 [(M+H)+] 719.3238, observed 719.3243. Reaction SMILES: [C:1]([C:5]1[N:10]=[CH:9][C:8]([C:11]2[N:12]([C:32]([N:34]3[CH2:39][CH2:38][CH:37]([C:40]([OH:42])=O)[CH2:36][CH2:35]3)=[O:33])[C@@:13]([C:25]3[CH:30]=[CH:29][C:28]([Cl:31])=[CH:27][CH:26]=3)([CH3:24])[C@@:14]([C:17]3[CH:22]=[CH:21][C:20]([Cl:23])=[CH:19][CH:18]=3)([CH3:16])[N:15]=2)=[C:7]([O:43][CH2:44][CH3:45])[CH:6]=1)([CH3:4])([CH3:3])[CH3:2].[NH:46]1[CH2:51][CH2:50][NH:49][CH2:48][CH2:47]1>>[C:1]([C:5]1[N:10]=[CH:9][C:8]([C:11]2[N:12]([C:32]([N:34]3[CH2:39][CH2:38][CH:37]([C:40]([N:46]4[CH2:51][CH2:50][NH:49][CH2:48][CH2:47]4)=[O:42])[CH2:36][CH2:35]3)=[O:33])[C@@:13]([C:25]3[CH:30]=[CH:29][C:28]([Cl:31])=[CH:27][CH:26]=3)([CH3:24])[C@@:14]([C:17]3[CH:22]=[CH:21][C:20]([Cl:23])=[CH:19][CH:18]=3)([CH3:16])[N:15]=2)=[C:7]([O:43][CH2:44][CH3:45])[CH:6]=1)([CH3:2])([CH3:4])[CH3:3]. Reactants: BrCC=1C=C(C(=O)C2=CC=CC=C2)C=CC1 (3-bromomethylbenzophenone), C(C)(=O)CC(C)=O (acetylacetone), C([O-])([O-])=O.[K+].[K+] (potassium carbonate). The solvent is C(C)O (ethanol). The product is C(C1=CC=CC=C1)(=O)C=1C=C(C=CC1)CCC(C)=O (4-(m-benzoylphenyl)-2-butanone). The yield is 39.7%. Reaction SMILES: Br[CH2:2][C:3]1[CH:4]=[C:5]([CH:14]=[CH:15][CH:16]=1)[C:6]([C:8]1[CH:13]=[CH:12][CH:11]=[CH:10][CH:9]=1)=[O:7].[C:17]([CH2:20]C(=O)C)(=[O:19])[CH3:18].C(=O)([O-])[O-].[K+].[K+]>C(O)C>[C:6]([C:5]1[CH:4]=[C:3]([CH2:2][CH2:18][C:17](=[O:19])[CH3:20])[CH:16]=[CH:15][CH:14]=1)(=[O:7])[C:8]1[CH:13]=[CH:12][CH:11]=[CH:10][CH:9]=1 |f:2.3.4|. Reported procedure: A mixture of 3-bromomethylbenzophenone (2.75 g.), acetylacetone (1 g.), potassium carbonate (1.4 g.) and ethanol (50 ml) was refluxed for 2 hours. The solvent was then evaporated and the residue extracted with ether. Distillation of the concentrated extracts gave 4-(m-benzoylphenyl)-2-butanone (1 g.), b.p. 220° C (4 mm). [An alternative preparation of this compound appears in German Offenlegungsschrift No. 2,243,444].